This data is from the Open Reaction Database (ORD), a public repository of structured organic reaction records. The task is: describe an organic reaction: reactants, conditions, products, and yield Reactants: CCOC(=O)CBr, CC(C)(C)[O-], CN(C)C=O, Clc1ccc2c(c1)C(c1ccccc1)=NCc1c[nH]cc1-2, [K+], O. Yields the product CCOC(=O)Cn1cc2c(c1)-c1ccc(Cl)cc1C(c1ccccc1)=NC2. RXN SMILES: [Br:28][CH2:29][C:30](=[O:31])[O:32][CH2:33][CH3:34].[CH3:1][C:2]([CH3:3])([O-:4])[CH3:5].[CH3:35][N:36]([CH3:37])[CH:38]=[O:39].[Cl:7][c:8]1[cH:9][c:10]2[c:11]([cH:26][cH:27]1)-[c:12]1[c:13]([cH:23][nH:24][cH:25]1)[CH2:14][N:15]=[C:16]2[c:17]1[cH:18][cH:19][cH:20][cH:21][cH:22]1.[K+:6].[OH2:40]>>[Cl:7][c:8]1[cH:9][c:10]2[c:11]([cH:26][cH:27]1)-[c:12]1[c:13]([cH:23][n:24]([CH2:29][C:30](=[O:31])[O:32][CH2:33][CH3:34])[cH:25]1)[CH2:14][N:15]=[C:16]2[c:17]1[cH:18][cH:19][cH:20][cH:21][cH:22]1. Starting materials: N1C(CCC1)=O (2-pyrrolidinone), bis(trans-N,N′-dimethyl-1,2-cyclohexanediamine)copper(II) bromide, [O-]P(=O)([O-])[O-].[K+].[K+].[K+] (K3PO4), CCCCCCCCCCCC (dodecane), CC=1C=C(C=C(C1)C)I (3,5-dimethyliodobenzene). Solvent: C1(=CC=CC=C1)C (toluene). Conditions: time 2 minute. Product: CC=1C=C(C=C(C1)C)N1C(CCC1)=O (1-(3,5-Dimethylphenyl)-pyrrolidin-2-one). RXN SMILES: [O-]P([O-])([O-])=O.[K+].[K+].[K+].[CH3:9][C:10]1[CH:11]=[C:12](I)[CH:13]=[C:14]([CH3:16])[CH:15]=1.[NH:18]1[CH2:22][CH2:21][CH2:20][C:19]1=[O:23].CCCCCCCCCCCC>C1(C)C=CC=CC=1>[CH3:9][C:10]1[CH:11]=[C:12]([N:18]2[CH2:22][CH2:21][CH2:20][C:19]2=[O:23])[CH:13]=[C:14]([CH3:16])[CH:15]=1 |f:0.1.2.3|. Reported procedure: An oven-dried Schlenk flask was evacuated and backfilled with argon. The flask was charged with bis(trans-N,N′-dimethyl-1,2-cyclohexanediamine)copper(II) bromide (12.8 mg, 0.025 mmol) and K3PO4 (330 mg, 1.55 mmol) and then evacuated and backfilled with argon, and toluene (1 mL), 3,5-dimethyliodobenzene (240 mg, 1.03 mmol), 2-pyrrolidinone (108 mg, 1.26 mmol), and dodecane (160 mg, 0.94 mmol, GC internal standard) were added through a rubber septum. The septum was removed: the flask was sealed wi... The reactants are COC1=CC=C(COC2=CC=C(C(=O)OCC)C=C2)C=C1 (ethyl 4-(4-methoxybenzyloxy)benzoate), O.NN (Hydrazine monohydrate). Solvent: C(C)O (ethanol). The product is COC1=CC=C(COC2=CC=C(C(=O)NN)C=C2)C=C1 (4-(4-methoxybenzyloxy)benzohydrazide). As a reaction SMILES: [CH3:1][O:2][C:3]1[CH:21]=[CH:20][C:6]([CH2:7][O:8][C:9]2[CH:19]=[CH:18][C:12]([C:13](OCC)=[O:14])=[CH:11][CH:10]=2)=[CH:5][CH:4]=1.O.[NH2:23][NH2:24]>C(O)C>[CH3:1][O:2][C:3]1[CH:21]=[CH:20][C:6]([CH2:7][O:8][C:9]2[CH:19]=[CH:18][C:12]([C:13]([NH:23][NH2:24])=[O:14])=[CH:11][CH:10]=2)=[CH:5][CH:4]=1 |f:1.2|. Reported procedure: A 250 mL round bottomed flask was charged with ethyl 4-(4-methoxybenzyloxy)benzoate (11.45 g, 60.18 mmol) and ethanol (110 mL). Hydrazine monohydrate was then added and the mixture was placed under reflux for 48 h. The reaction mixture was concentrated to dryness and chloroform (150 mL) was added. The mixture was decanted and the insoluble white residue was washed once more with chloroform to remove traces of starting material. The white solid (5.3 g, 32%) was dried in vacuo and 1H NMR analysis ... As a reaction SMILES: [C:10]([CH3:11])([CH3:12])([CH3:13])[c:14]1[cH:15][cH:16][c:17]([CH2:20][CH:21]([CH2:22][N:23]2[CH2:24][CH:25]([CH3:30])[O:26][CH:27]([CH3:29])[CH2:28]2)[CH3:31])[cH:18][cH:19]1.[CH3:1][C:2](=[O:3])[O:4][C:5](=[O:6])[CH3:7].[K+:33].[OH-:32].[OH:8][OH:9]>>[O-:3][N+:23]1([CH2:22][CH:21]([CH2:20][c:17]2[cH:16][cH:15][c:14]([C:10]([CH3:11])([CH3:12])[CH3:13])[cH:19][cH:18]2)[CH3:31])[CH2:24][CH:25]([CH3:30])[O:26][CH:27]([CH3:29])[CH2:28]1. The product is CC(Cc1ccc(C(C)(C)C)cc1)C[N+]1([O-])CC(C)OC(C)C1. The reactants are CC(Cc1ccc(C(C)(C)C)cc1)CN1CC(C)OC(C)C1, CC(=O)OC(C)=O, [K+], [OH-], OO.